Dataset: the Open Reaction Database (ORD), a public repository of structured organic reaction records. Task: describe an organic reaction: reactants, conditions, products, and yield Starting materials: C[O-], CN(C)C=O, O=C1CN2CCOC2(c2ccccc2Cl)c2cc(Cl)ccc2N1, [Na+]. Yields the product COCN1C(=O)CN2CCOC2(c2ccccc2Cl)c2cc(Cl)ccc21. As a reaction SMILES: [CH3:24][O-:25].[CH3:27][N:28]([CH:29]=[O:30])[CH3:31].[Cl:1][c:2]1[cH:3][cH:4][c:5]2[c:6]([cH:23]1)[C:7]1([c:16]3[c:17]([Cl:22])[cH:18][cH:19][cH:20][cH:21]3)[N:8]([CH2:9][C:10](=[O:12])[NH:11]2)[CH2:13][CH2:14][O:15]1.[Na+:26]>>[Cl:1][c:2]1[cH:3][cH:4][c:5]2[c:6]([cH:23]1)[C:7]1([c:16]3[c:17]([Cl:22])[cH:18][cH:19][cH:20][cH:21]3)[N:8]([CH2:9][C:10](=[O:12])[N:11]2[CH2:24][O:30][CH3:29])[CH2:13][CH2:14][O:15]1. Starting materials: ClS(=O)(=O)O (chlorosulfonic acid), C1(=CC=CC=C1)N1C=NC=C1 (1-phenyl-1H-imidazole). Yields the product N1(C=NC=C1)C1=CC=C(C=C1)S(=O)(=O)Cl (4-(1H-Imidazol-1-yl)benzenesulfonyl chloride). Reaction SMILES: [Cl:1][S:2]([OH:5])(=O)=[O:3].[C:6]1([N:12]2[CH:16]=[CH:15][N:14]=[CH:13]2)[CH:11]=[CH:10][CH:9]=[CH:8][CH:7]=1>>[N:12]1([C:6]2[CH:11]=[CH:10][C:9]([S:2]([Cl:1])(=[O:5])=[O:3])=[CH:8][CH:7]=2)[CH:16]=[CH:15][N:14]=[CH:13]1. Procedure: To chlorosulfonic acid cooled to 0° C. in an ice bath is added portionwise 1-phenyl-1H-imidazole. Monitor the progress of the reaction bythin-layer chromatography. When the reaction is complete, quench the mixture on ice. Saturated aqueous NaHCO3 is added until the solution is no longer acidic. Extract the mixture with CH2Cl2. Dry the organic layer over anhydrous Na2SO4 and remove the solvent in vacuo to obtain the title compound.